This data is from the Open Reaction Database (ORD), a public repository of structured organic reaction records. The task is: describe an organic reaction: reactants, conditions, products, and yield Reactants: [O-2].[La+3].[O-2].[O-2].[La+3] (lanthanum oxide), CC(C)=CCCC(C)=CC=O (citral), CC(=O)C (acetone). The product is CC(=CCC/C(=C/C=C/C(=O)C)/C)C (pseudoionone). As a reaction SMILES: [O-2].[La+3].[O-2].[O-2].[La+3].[CH3:6][C:7](=[CH:9][CH2:10][CH2:11][C:12](=[CH:14][CH:15]=O)[CH3:13])[CH3:8].[CH3:17][C:18]([CH3:20])=[O:19]>>[CH3:8][C:7]([CH3:6])=[CH:9][CH2:10][CH2:11]/[C:12](/[CH3:13])=[CH:14]/[CH:15]=[CH:17]/[C:18]([CH3:20])=[O:19] |f:0.1.2.3.4|. Procedure details: The following examples demonstrate the catalytic effectiveness of unsupported catalysts of pure lanthanum oxide for the aldol reaction of citral and acetone to give pseudoionone. Reactants: OC1C(C(N2[C@H]1CC2=O)C(=O)OC(C2=CC=CC=C2)C2=CC=CC=C2)C (benzhydryl 1-hydroxy-2-methylcarbapenam-3-carboxylate), acetate ester, C(Cl)Cl (methylene chloride), N1=CC=CC=C1 (Pyridine), C(C)(=O)OC(C)=O (acetic anhydride). Reagents/catalysts: CN(C1=CC=NC=C1)C (4-dimethylaminopyridine). The solvent is C(C)(=O)OCC (ethyl acetate), C(Cl)(Cl)Cl (chloroform). Yields the product C(C)(=O)OC1C(C(N2[C@H]1CC2=O)C(=O)OC(C2=CC=CC=C2)C2=CC=CC=C2)C (Benzhydryl 1-Acetoxy-2-methylcarbapenam-3-carboxylate). Reaction SMILES: [OH:1][CH:2]1[C@@H:6]2[CH2:7][C:8](=[O:9])[N:5]2[CH:4]([C:10]([O:12][CH:13]([C:20]2[CH:25]=[CH:24][CH:23]=[CH:22][CH:21]=2)[C:14]2[CH:19]=[CH:18][CH:17]=[CH:16][CH:15]=2)=[O:11])[CH:3]1[CH3:26].C(Cl)Cl.N1C=CC=CC=1.[C:36](OC(=O)C)(=[O:38])[CH3:37]>CN(C)C1C=CN=CC=1.C(OCC)(=O)C.C(Cl)(Cl)Cl>[C:36]([O:1][CH:2]1[C@@H:6]2[CH2:7][C:8](=[O:9])[N:5]2[CH:4]([C:10]([O:12][CH:13]([C:20]2[CH:25]=[CH:24][CH:23]=[CH:22][CH:21]=2)[C:14]2[CH:15]=[CH:16][CH:17]=[CH:18][CH:19]=2)=[O:11])[CH:3]1[CH3:26])(=[O:38])[CH3:37]. Reported procedure: Freshly prepared benzhydryl 1-hydroxy-2-methylcarbapenam-3-carboxylate (53 mg., 0.15 mmoles) was dissolved in 5 ml. of methylene chloride and cooled to -10° C. Pyridine (12 mg., 0.15 mmoles), acetic anhydride (15.4 mg., 0.15 mmoles) and 4-dimethylaminopyridine (18.4 mg., 0.15 mmoles) were added and the mixture stirred for 1 hour at -10° C., at which time tlc (4:1 chloroform:ethyl acetate) indicated clean conversion to the acetate ester. The reaction mixture was chromatographed on silicia gel (9:...